This data is from the Open Reaction Database (ORD), a public repository of structured organic reaction records. The task is: describe an organic reaction: reactants, conditions, products, and yield Reactants: C1CCOC1, CNC, O=C(Cl)c1cccc(Oc2ccc(F)cc2[N+](=O)[O-])c1. The product is CN(C)C(=O)c1cccc(Oc2ccc(F)cc2[N+](=O)[O-])c1. As a reaction SMILES: [CH2:24]1[O:25][CH2:26][CH2:27][CH2:28]1.[CH3:21][NH:22][CH3:23].[F:1][c:2]1[cH:3][c:4]([N+:18](=[O:19])[O-:20])[c:5]([O:6][c:7]2[cH:8][c:9]([C:10](=[O:11])[Cl:12])[cH:13][cH:14][cH:15]2)[cH:16][cH:17]1>>[F:1][c:2]1[cH:3][c:4]([N+:18](=[O:19])[O-:20])[c:5]([O:6][c:7]2[cH:8][c:9]([C:10](=[O:11])[N:22]([CH3:21])[CH3:23])[cH:13][cH:14][cH:15]2)[cH:16][cH:17]1.